describe an organic reaction: reactants, conditions, products, and yield From a dataset of the Open Reaction Database (ORD), a public repository of structured organic reaction records. The reactants are 5E, 5F, C(C)OC(C(C)(C)OC1=CC(=CC=C1)CN)=O (2-(3-aminomethyl-phenoxy)-2-methyl-propionic acid ethyl ester), tert-butoxycarbonylamino, C(=O)(OC(C)(C)C)OC(=O)OC(C)(C)C (di-tert-butyl dicarbonate), C(O)([O-])=O.[Na+] (sodium hydrogen carbonate). The solvent is O1CCOCC1.O (dioxane water). Product: C(C)OC(C(C)(OC1=CC(=CC=C1)CNC)C)=O (2-Methyl-2-(3-methylaminomethyl-phenoxy)-propionic acid ethyl ester). Reaction SMILES: [CH2:1]([O:3][C:4](=[O:17])[C:5]([O:8][C:9]1[CH:14]=[CH:13][CH:12]=[C:11]([CH2:15][NH2:16])[CH:10]=1)([CH3:7])[CH3:6])[CH3:2].[C:18](OC(OC(C)(C)C)=O)(OC(C)(C)C)=O.C(=O)([O-])O.[Na+]>O1CCOCC1.O>[CH2:1]([O:3][C:4](=[O:17])[C:5]([CH3:7])([O:8][C:9]1[CH:14]=[CH:13][CH:12]=[C:11]([CH2:15][NH:16][CH3:18])[CH:10]=1)[CH3:6])[CH3:2] |f:2.3,4.5|. Reported procedure: In analogy to the procedures described in example 5D], 5E] and 5F], 2-(3-aminomethyl-phenoxy)-2-methyl-propionic acid ethyl ester was converted into the corresponding tert-butoxycarbonylamino derivative by treatment with di-tert-butyl dicarbonate and sodium hydrogen carbonate in dioxane/water at r.t., methylated at N and deprotected again to yield the title compound as a yellow oil. The reactants are C=CCBr, Cc1ccccc1, CCOC(C)=O, [K+], C1COCCOCCOCCOCCOCCO1, [OH-], CC(C)(C)OC(=O)N1CCC2(CCC(O)CC2)CC1. Product: C=CCOC1CCC2(CC1)CCN(C(=O)OC(C)(C)C)CC2. Reaction SMILES: [CH2:3]([CH:4]=[CH2:5])[Br:6].[CH3:44][c:45]1[cH:46][cH:47][cH:48][cH:49][cH:50]1.[CH3:51][CH2:52][O:53][C:54](=[O:55])[CH3:56].[K+:2].[O:7]1[CH2:8][CH2:9][O:10][CH2:11][CH2:12][O:13][CH2:14][CH2:15][O:16][CH2:17][CH2:18][O:19][CH2:20][CH2:21][O:22][CH2:23][CH2:24]1.[OH-:1].[OH:25][CH:26]1[CH2:27][CH2:28][C:29]2([CH2:30][CH2:31][N:32]([C:35](=[O:36])[O:37][C:38]([CH3:39])([CH3:40])[CH3:41])[CH2:33][CH2:34]2)[CH2:42][CH2:43]1>>[CH2:3]([CH:4]=[CH2:5])[O:25][CH:26]1[CH2:27][CH2:28][C:29]2([CH2:30][CH2:31][N:32]([C:35](=[O:36])[O:37][C:38]([CH3:39])([CH3:40])[CH3:41])[CH2:33][CH2:34]2)[CH2:42][CH2:43]1. Starting materials: CCO, CCOC(=O)CCNC(=O)c1ccc(NC(c2oc3cc(F)ccc3c2C)C2CCCCC2)cc1, [Na+], C1CCOC1, [OH-]. Yields the product Cc1c(C(Nc2ccc(C(=O)NCCC(=O)O)cc2)C2CCCCC2)oc2cc(F)ccc12. As a reaction SMILES: [CH3:43][CH2:44][OH:45].[CH:1]1([CH:7]([c:8]2[o:9][c:10]3[c:11]([c:12]2[CH3:13])[cH:14][cH:15][c:16]([F:18])[cH:17]3)[NH:19][c:20]2[cH:21][cH:22][c:23]([C:26](=[O:27])[NH:28][CH2:29][CH2:30][C:31](=[O:32])[O:33][CH2:34][CH3:35])[cH:24][cH:25]2)[CH2:2][CH2:3][CH2:4][CH2:5][CH2:6]1.[Na+:42].[O:36]1[CH2:37][CH2:38][CH2:39][CH2:40]1.[OH-:41]>>[CH:1]1([CH:7]([c:8]2[o:9][c:10]3[c:11]([c:12]2[CH3:13])[cH:14][cH:15][c:16]([F:18])[cH:17]3)[NH:19][c:20]2[cH:21][cH:22][c:23]([C:26](=[O:27])[NH:28][CH2:29][CH2:30][C:31](=[O:32])[OH:33])[cH:24][cH:25]2)[CH2:2][CH2:3][CH2:4][CH2:5][CH2:6]1. Starting materials: [N+](=O)([O-])C=1C=C(C(=CC1)C1=CC=C(C=C1)[N+](=O)[O-])N (4,4′-dinitro-2-biphenylamine), C(C=C)Br (allyl bromide), C([O-])([O-])=O.[K+].[K+] (potassium carbonate), CN1CCCC1=O (NMP). As a reaction SMILES: [N+:1]([C:4]1[CH:5]=[C:6]([NH2:19])[C:7]([C:10]2[CH:15]=[CH:14][C:13]([N+:16]([O-:18])=[O:17])=[CH:12][CH:11]=2)=[CH:8][CH:9]=1)([O-:3])=[O:2].[CH2:20](Br)[CH:21]=[CH2:22].C(=O)([O-])[O-].[K+].[K+].CN1C(=O)[CH2:34][CH2:33][CH2:32]1>>[CH2:20]([N:19]([CH2:34][CH:33]=[CH2:32])[C:6]1[C:7]([C:10]2[CH:11]=[CH:12][C:13]([N+:16]([O-:18])=[O:17])=[CH:14][CH:15]=2)=[CH:8][CH:9]=[C:4]([N+:1]([O-:3])=[O:2])[CH:5]=1)[CH:21]=[CH2:22] |f:2.3.4|. Procedure: A mixture of 4,4′-dinitro-2-biphenylamine (10.0 g), allyl bromide (20 mL), potassium carbonate (16 g) and NMP (100 mL) was heated to 90–95° C. for 90 hr. The mixture was extracted with tetrahydrofuran (THF)-ethyl acetate-water and purified by crystallization from ethyl acetate to give N,N-diallyl-4,4′-dinitro-2-biphenylamine (7.0 g). Product: C(C=C)N(C=1C(=CC=C(C1)[N+](=O)[O-])C1=CC=C(C=C1)[N+](=O)[O-])CC=C (N,N-diallyl-4,4′-dinitro-2-biphenylamine).